Dataset: the Open Reaction Database (ORD), a public repository of structured organic reaction records. Task: describe an organic reaction: reactants, conditions, products, and yield The reactants are O=C([O-])[O-], C[N+]1(C)CCC(=O)CC1, CCO, [I-], [K+], [K+], [Na+], [Na+], O=C([O-])[O-], O, CC(C)(N)c1cncnc1. Product: CC(C)(c1cncnc1)N1CCC(=O)CC1. As a reaction SMILES: [C:27](=[O:28])([O-:29])[O-:30].[CH3:18][N+:19]1([CH3:26])[CH2:20][CH2:21][C:22](=[O:25])[CH2:23][CH2:24]1.[CH3:34][CH2:35][OH:36].[I-:17].[K+:11].[K+:12].[Na+:31].[Na+:32].[O-:13][C:14]([O-:15])=[O:16].[OH2:33].[n:1]1[cH:2][n:3][cH:4][c:5]([C:7]([CH3:8])([CH3:9])[NH2:10])[cH:6]1>>[n:1]1[cH:2][n:3][cH:4][c:5]([C:7]([CH3:8])([CH3:9])[N:10]2[CH2:20][CH2:21][C:22](=[O:25])[CH2:23][CH2:24]2)[cH:6]1. Reactants: C(C)(C)(C)C1=NOC(=C1)N=C=O (3-t-butyl-5-isoxazolyl isocyanate), CN (methylamine). Run in C1(=CC=CC=C1)C (toluene). Run at time 2 hour. The product is CNC(=O)NC1=CC(=NO1)C(C)(C)C (1-methyl-3-(3-t-butyl-5-isoxazolyl)urea). The yield is 83.1%. RXN SMILES: [C:1]([C:5]1[CH:9]=[C:8]([N:10]=[C:11]=[O:12])[O:7][N:6]=1)([CH3:4])([CH3:3])[CH3:2].[CH3:13][NH2:14]>C1(C)C=CC=CC=1>[CH3:13][NH:14][C:11]([NH:10][C:8]1[O:7][N:6]=[C:5]([C:1]([CH3:4])([CH3:2])[CH3:3])[CH:9]=1)=[O:12]. Procedure details: Into a solution of 3-t-butyl-5-isoxazolyl isocyanate (2.84 g) in toluene (51 ml) is introduced methylamine (1.58 g) at room temperature. The mixture is stirred at room temperature for 2 hours and then at 50° C. for 4 hours. The reaction mixture is evaporated to remove the solvent, and the residue is recrystallized from ethyl acetate to give 1-methyl-3-(3-t-butyl-5-isoxazolyl)urea (2.80 g) as crystals melting at 195.0° to 196.0° C. (decomp.). The yield is 83.6%. Reactants: C=1C=CC2=C(C1)C(=NS2)N3CCN(CC3)CCC=4C=C5C(=CC4Cl)NC(=O)C5.Cl (ziprasidone hydrochloride), S1N=C(C2=C1C=CC=C2)N2CCNCC2 (N-(1,2-benzisothiazol-3-yl)piperazine), ClCCC=1C=C2CC(NC2=CC1Cl)=O (5-(2-chloroethyl)-6-chloro-oxindole), [I-].[Na+] (sodium iodide), C([O-])([O-])=O.[Na+].[Na+] (sodium carbonate). The solvent is C(C(C)C)C(=O)C (methyl isobutyl ketone). Product: C=1C=CC2=C(C1)C(=NS2)N3CCN(CC3)CCC=4C=C5C(=CC4Cl)NC(=O)C5 (ziprasidone). As a reaction SMILES: [CH:1]1[CH:2]=[CH:3][C:4]2[S:9][N:8]=[C:7]([N:10]3[CH2:15][CH2:14][N:13]([CH2:16][CH2:17][C:18]4[CH:19]=[C:20]5[CH2:28][C:26](=[O:27])[NH:25][C:21]5=[CH:22][C:23]=4[Cl:24])[CH2:12][CH2:11]3)[C:5]=2[CH:6]=1.Cl.S1C2C=CC=CC=2C(N2CCNCC2)=N1.ClCCC1C=C2C(=CC=1Cl)NC(=O)C2.[I-].[Na+].C(=O)([O-])[O-].[Na+].[Na+]>C(C(C)=O)C(C)C>[CH:1]1[CH:2]=[CH:3][C:4]2[S:9][N:8]=[C:7]([N:10]3[CH2:11][CH2:12][N:13]([CH2:16][CH2:17][C:18]4[CH:19]=[C:20]5[CH2:28][C:26](=[O:27])[NH:25][C:21]5=[CH:22][C:23]=4[Cl:24])[CH2:14][CH2:15]3)[C:5]=2[CH:6]=1 |f:0.1,4.5,6.7.8|. Reported procedure: U.S. Pat. No. 4,831,031 discloses a process for the preparation of ziprasidone hydrochloride, which involves refluxing N-(1,2-benzisothiazol-3-yl)piperazine with 5-(2-chloroethyl)-6-chloro-oxindole in methyl isobutyl ketone in the presence of sodium iodide and sodium carbonate for about 40 hours followed by column chromatographic purification of the product to get ziprasidone base which is dissolved in methylene chloride and treated with ethereal hydrogen chloride to get ziprasidone hydrochlorid... Starting materials: CCOC(=O)CSC(CCCCOS(C)(=O)=O)CCCc1cccnc1, CN(C)C=O, [N-]=[N+]=[N-], [Na+], O. Product: CCOC(=O)CSC(CCCCN=[N+]=[N-])CCCc1cccnc1. As a reaction SMILES: [CH3:1][S:2]([O:3][CH2:6][CH2:7][CH2:8][CH2:9][CH:10]([S:11][CH2:12][C:13](=[O:14])[O:15][CH2:16][CH3:17])[CH2:18][CH2:19][CH2:20][c:21]1[cH:22][n:23][cH:24][cH:25][cH:26]1)(=[O:4])=[O:5].[CH3:27][N:28]([CH3:29])[CH:30]=[O:31].[N-:33]=[N+:34]=[N-:35].[Na+:32].[OH2:36]>>[CH2:6]([CH2:7][CH2:8][CH2:9][CH:10]([S:11][CH2:12][C:13](=[O:14])[O:15][CH2:16][CH3:17])[CH2:18][CH2:19][CH2:20][c:21]1[cH:22][n:23][cH:24][cH:25][cH:26]1)[N:33]=[N+:34]=[N-:35]. Starting materials: COC(=O)CC(=O)OC, C1CNCCN1, COc1ccc(C=O)cc1OCCc1ccccc1, CC(=O)O, c1ccccc1. Yields the product COC(=O)C(=Cc1ccc(OC)c(OCCc2ccccc2)c1)C(=O)OC. Reaction SMILES: [C:20]([CH2:21][C:22](=[O:23])[O:24][CH3:25])(=[O:26])[O:27][CH3:28].[CH2:29]1[NH:30][CH2:31][CH2:32][NH:33][CH2:34]1.[CH3:1][O:2][c:3]1[c:4]([O:11][CH2:12][CH2:13][c:14]2[cH:15][cH:16][cH:17][cH:18][cH:19]2)[cH:5][c:6]([CH:7]=[O:8])[cH:9][cH:10]1.[CH3:35][C:36](=[O:37])[OH:38].[cH:39]1[cH:40][cH:41][cH:42][cH:43][cH:44]1>>[CH3:1][O:2][c:3]1[c:4]([O:11][CH2:12][CH2:13][c:14]2[cH:15][cH:16][cH:17][cH:18][cH:19]2)[cH:5][c:6]([CH:7]=[C:21]([C:20](=[O:26])[O:27][CH3:28])[C:22](=[O:23])[O:24][CH3:25])[cH:9][cH:10]1. Starting materials: Fc1ccc(Br)cc1F, CS(=O)(=O)c1ccc(-c2cn[nH]c(=O)c2Oc2ccc(F)cc2)cc1. The product is CS(=O)(=O)c1ccc(-c2cnn(-c3ccc(F)c(F)c3)c(=O)c2Oc2ccc(F)cc2)cc1. Reaction SMILES: [Br:1][c:2]1[cH:3][c:4]([F:9])[c:5]([F:8])[cH:6][cH:7]1.[F:10][c:11]1[cH:12][cH:13][c:14]([O:15][c:16]2[c:17](=[O:32])[nH:18][n:19][cH:20][c:21]2-[c:22]2[cH:23][cH:24][c:25]([S:28](=[O:29])(=[O:30])[CH3:31])[cH:26][cH:27]2)[cH:33][cH:34]1>>[c:2]1(-[n:18]2[c:17](=[O:32])[c:16]([O:15][c:14]3[cH:13][cH:12][c:11]([F:10])[cH:34][cH:33]3)[c:21](-[c:22]3[cH:23][cH:24][c:25]([S:28](=[O:29])(=[O:30])[CH3:31])[cH:26][cH:27]3)[cH:20][n:19]2)[cH:3][c:4]([F:9])[c:5]([F:8])[cH:6][cH:7]1. Product: BrC1=C2C=CNC2=CC(=C1)F (4-Bromo-6-fluoro-1H-indole), solid. The reactants are CN(S(=O)(=O)C1=CC(=C2C=CNC2=C1)Br)C (4-bromo-1H-indole-6-sulfonic acid dimethylamide), BrC1=C(C(=CC(=C1)F)[N+](=O)[O-])C (1-bromo-5-fluoro-2-methyl-3-nitro-benzene). Procedure details: Prepared according to the method used in the preparation of 4-bromo-1H-indole-6-sulfonic acid dimethylamide using 1-bromo-5-fluoro-2-methyl-3-nitro-benzene in place of 3-bromo-4-N,N-trimethyl-5-nitro-benzenesulfonamide. The title compound was obtained as a white solid (6.06 g, 33%). Isolated yield 33.0%. As a reaction SMILES: CN(C)S([C:6]1[CH:14]=[C:13]2[C:9]([CH:10]=[CH:11][NH:12]2)=[C:8]([Br:15])[CH:7]=1)(=O)=O.BrC1C=C([F:24])C=C([N+]([O-])=O)C=1C>>[Br:15][C:8]1[CH:7]=[C:6]([F:24])[CH:14]=[C:13]2[C:9]=1[CH:10]=[CH:11][NH:12]2.